This data is from the Open Reaction Database (ORD), a public repository of structured organic reaction records. The task is: describe an organic reaction: reactants, conditions, products, and yield Starting materials: O=C1CCC2=C1NC(=C2)C(=O)OC (methyl 6-oxo-1,4,5,6-tetrahydrocyclopenta[b]pyrrole-2-carboxylate), C(CC)[Mg]Br (n-propylmagnesium bromide). The product is C(CC)C1CCC2=C1NC(=C2)C(=O)OC (methyl 6-propyl-1,4,5,6-tetrahydrocyclopenta[b]pyrrole-2-carboxylate), olefin. As a reaction SMILES: O=[C:2]1[C:6]2[NH:7][C:8]([C:10]([O:12][CH3:13])=[O:11])=[CH:9][C:5]=2[CH2:4][CH2:3]1.[CH2:14]([Mg]Br)[CH2:15][CH3:16]>>[CH2:14]([CH:2]1[C:6]2[NH:7][C:8]([C:10]([O:12][CH3:13])=[O:11])=[CH:9][C:5]=2[CH2:4][CH2:3]1)[CH2:15][CH3:16]. Reported procedure: The title compound was synthesized from methyl 6-oxo-1,4,5,6-tetrahydrocyclopenta[b]pyrrole-2-carboxylate (0.5 g, 2.79 mmol) and n-propylmagnesium bromide (3.5 mL, 6.97 mmol, 2.0 M in ether, 2.5 equiv) according to General Procedure 3 to give the exocyclic olefin-containing compound (E)-methyl 6-propylidene-1,4,5,6-tetrahydrocyclopenta[b]pyrrole-2-carboxylate, followed by hydrogenation according to General Procedure 6, and was purified by column chromatography (Isco CombiFlash) eluting with a gr...